This data is from the Open Reaction Database (ORD), a public repository of structured organic reaction records. The task is: describe an organic reaction: reactants, conditions, products, and yield Reactants: ClC1=C(C=O)C=CC(=C1)Cl (2,4-dichlorobenzaldehyde), CC1(N=C(OC1)CC)C (4,4-dimethyl-2-ethyl-2-oxazoline). The reagents and catalysts are II (iodine). Product: ClC1=C(C=CC(=C1)Cl)C=C(C)C=1OCC(N1)(C)C (2-[2-(2,4-Dichlorophenyl)-1-methylethenyl]-4,4-dimethyl-2-oxazoline). RXN SMILES: [Cl:1][C:2]1[CH:9]=[C:8]([Cl:10])[CH:7]=[CH:6][C:3]=1[CH:4]=O.[CH3:11][C:12]1([CH3:19])[CH2:16][O:15][C:14]([CH2:17][CH3:18])=[N:13]1>II>[Cl:1][C:2]1[CH:9]=[C:8]([Cl:10])[CH:7]=[CH:6][C:3]=1[CH:4]=[C:17]([C:14]1[O:15][CH2:16][C:12]([CH3:19])([CH3:11])[N:13]=1)[CH3:18]. Reported procedure: 2-[2-(2,4-Dichlorophenyl)-1-methylethenyl]-4,4-dimethyl-2-oxazoline (P-2016) was prepared by reacting 2,4-dichlorobenzaldehyde with 4,4-dimethyl-2-ethyl-2-oxazoline in the presence of iodine catalyst. Reactants: BrC1=CC=C(C=C1)/C=C/[C@H]1[C@@H]([C@H]2[C@H](OC(O2)(C)C)O1)CCN1N=NC2=C(C1=O)C=CC=C2 (3-(2-{(3aS,5S,6S,6aS)-5-[(E)-2-(4-bromophenyl)vinyl]-2,2-dimethyltetrahydrofuro[2,3-d][1,3]dioxol-6-yl}ethyl)-1,2,3-benzotriazin-4(3H)-one), COC1=CC=C(C=C1)B(O)O (4-methoxyphenyl boronic acid), tetrakistriphenylphosphine palladium (0), C([O-])([O-])=O.[K+].[K+] (potassium carbonate). Reaction conditions: temperature 120 celsius. Yields the product COC1=CC=C(C=C1)C1=CC=C(C=C1)/C=C/[C@H]1[C@@H]([C@H]2[C@H](OC(O2)(C)C)O1)CCN1N=NC2=C(C1=O)C=CC=C2 (3-(2-{(3aS,5S,6S,6aS)-5-[(E)-2-(4′-methoxybiphenyl-4-yl)vinyl]-2,2-dimethyltetrahydrofuro[2,3-d][1,3]dioxol-6-yl}ethyl)-1,2,3-benzotriazin-4(3H)-one). RXN SMILES: Br[C:2]1[CH:7]=[CH:6][C:5](/[CH:8]=[CH:9]/[C@@H:10]2[O:19][C@H:13]3[O:14][C:15]([CH3:18])([CH3:17])[O:16][C@H:12]3[C@H:11]2[CH2:20][CH2:21][N:22]2[C:27](=[O:28])[C:26]3[CH:29]=[CH:30][CH:31]=[CH:32][C:25]=3[N:24]=[N:23]2)=[CH:4][CH:3]=1.[CH3:33][O:34][C:35]1[CH:40]=[CH:39][C:38](B(O)O)=[CH:37][CH:36]=1.C(=O)([O-])[O-].[K+].[K+]>>[CH3:33][O:34][C:35]1[CH:40]=[CH:39][C:38]([C:2]2[CH:3]=[CH:4][C:5](/[CH:8]=[CH:9]/[C@@H:10]3[O:19][C@H:13]4[O:14][C:15]([CH3:17])([CH3:18])[O:16][C@H:12]4[C@H:11]3[CH2:20][CH2:21][N:22]3[C:27](=[O:28])[C:26]4[CH:29]=[CH:30][CH:31]=[CH:32][C:25]=4[N:24]=[N:23]3)=[CH:6][CH:7]=2)=[CH:37][CH:36]=1 |f:2.3.4|. Reported procedure: A mixture of the compound obtained from step d above (1 g), 4-methoxyphenyl boronic acid (0.61 g), tetrakistriphenylphosphine palladium (0) (0.232 g), and potassium carbonate (0.832 g) was dried under high vacuum for 10 minutes and dry dimethylformamide (20 mL) was added at room temperature. The reaction mixture was heated at 120° C. for 2 hours, and then quenched with water and extracted with ethyl acetate. The organic layer was washed with water and brine solution, and dried over anhydrous sod... Starting materials: CC#N, CN, O=[N+]([O-])c1sc(Cl)nc1Cl. The product is CNc1nc(Cl)c([N+](=O)[O-])s1. As a reaction SMILES: [CH3:13][C:14]#[N:15].[CH3:1][NH2:2].[Cl:3][c:4]1[s:5][c:6]([N+:10](=[O:11])[O-:12])[c:7]([Cl:9])[n:8]1>>[CH3:1][NH:2][c:4]1[s:5][c:6]([N+:10](=[O:11])[O-:12])[c:7]([Cl:9])[n:8]1. Reactants: CO, COC(=O)CC(=O)C=Cc1nccs1, [OH-], [OH-], [Pd+2]. Yields the product COC(=O)CC(=O)CCc1nccs1. Reaction SMILES: [CH3:15][OH:16].[O:1]=[C:2]([CH2:3][C:4](=[O:5])[O:6][CH3:7])[CH:8]=[CH:9][c:10]1[s:11][cH:12][cH:13][n:14]1.[OH-:17].[OH-:19].[Pd+2:18]>>[O:1]=[C:2]([CH2:3][C:4](=[O:5])[O:6][CH3:7])[CH2:8][CH2:9][c:10]1[s:11][cH:12][cH:13][n:14]1. Reactants: N#N (N2), [N-]=[N+]=[N-].[Na+] (sodium azide), C(C)(=O)C=1C=C(CC=2OC=C(N2)C(=O)Cl)C=CC1 (2-(3-acetyl-benzyl)-oxazole-4-carbonyl chloride). Run in O (H2O), CC(=O)C (acetone). Conditions: temperature 0 celsius, time 1 hour. Yields the product C(C)(=O)C=1C=C(CC=2OC=C(N2)C(=O)N=[N+]=[N-])C=CC1 (2-(3-Acetyl-benzyl)-oxazole-4-carbonyl azide). RXN SMILES: N#N.[C:3]([C:6]1[CH:7]=[C:8]([CH:18]=[CH:19][CH:20]=1)[CH2:9][C:10]1[O:11][CH:12]=[C:13]([C:15](Cl)=[O:16])[N:14]=1)(=[O:5])[CH3:4].[N-:21]=[N+:22]=[N-:23].[Na+]>CC(C)=O.O>[C:3]([C:6]1[CH:7]=[C:8]([CH:18]=[CH:19][CH:20]=1)[CH2:9][C:10]1[O:11][CH:12]=[C:13]([C:15]([N:21]=[N+:22]=[N-:23])=[O:16])[N:14]=1)(=[O:5])[CH3:4] |f:2.3|. Procedure: In a flame dried round-bottomed flask equipped with a magnetic stir bar and under inert atmosphere (N2), a solution of the crude 2-(3-acetyl-benzyl)-oxazole-4-carbonyl chloride in dry acetone (13.5 mL) was cooled to 0° C. and a solution of sodium azide (210 mg, 3.20 mmol) in H2O (1.7 mL) was added dropwise. The reaction mixture was stirred at 0° C. for 1 h. The mixture was concentrated under reduced pressure (coevaporation with toluene) then dissolved in CH2Cl2 and filtered. The filtrate was con... Starting materials: C1COCCO1, O=C(c1ccc2c(c1)Cc1ccccc1-2)N1Cc2ccc(C(=O)C(Cl)(Cl)Cl)n2Cc2ccccc21, NCc1cccnc1, O. The product is O=C(NCc1cccnc1)c1ccc2n1Cc1ccccc1N(C(=O)c1ccc3c(c1)Cc1ccccc1-3)C2. RXN SMILES: [CH2:45]1[O:46][CH2:47][CH2:48][O:49][CH2:50]1.[Cl:1][C:2]([C:3](=[O:4])[c:5]1[cH:6][cH:7][c:8]2[n:14]1[CH2:13][c:12]1[c:11]([cH:18][cH:17][cH:16][cH:15]1)[N:10]([C:19](=[O:20])[c:21]1[cH:22][c:23]3[c:31]([cH:32][cH:33]1)-[c:30]1[c:25]([cH:26][cH:27][cH:28][cH:29]1)[CH2:24]3)[CH2:9]2)([Cl:34])[Cl:35].[NH2:36][CH2:37][c:38]1[cH:39][n:40][cH:41][cH:42][cH:43]1.[OH2:44]>>[C:3](=[O:4])([c:5]1[cH:6][cH:7][c:8]2[n:14]1[CH2:13][c:12]1[c:11]([cH:18][cH:17][cH:16][cH:15]1)[N:10]([C:19](=[O:20])[c:21]1[cH:22][c:23]3[c:31]([cH:32][cH:33]1)-[c:30]1[c:25]([cH:26][cH:27][cH:28][cH:29]1)[CH2:24]3)[CH2:9]2)[NH:36][CH2:37][c:38]1[cH:39][n:40][cH:41][cH:42][cH:43]1. Reactants: compound, ClC1=C(C=CC(=C1)Cl)C1=CC2=C(N(C3=CC=C(C=C23)C=2N=C(SC2)CO)C)N(C1=O)C (3-(2,4-dichlorophenyl)-6-(2-hydroxymethylthiazol-4-yl)-1,9-dimethyl-1,9-dihydropyrido[2,3-b]indol-2-one), COCBr (bromomethyl methyl ether). Product: ClC1=C(C=CC(=C1)Cl)C1=CC2=C(N(C3=CC=C(C=C23)C=2N=C(SC2)COCOC)C)N(C1=O)C (3-(2,4-Dichlorophenyl)-6-(2-methoxymethoxymethylthiazol-4-yl)-1,9-dimethyl-1,9-dihydropyrido[2,3-b]indol-2-one). RXN SMILES: [Cl:1][C:2]1[CH:7]=[C:6]([Cl:8])[CH:5]=[CH:4][C:3]=1[C:9]1[C:29](=[O:30])[N:28]([CH3:31])[C:12]2[N:13]([CH3:27])[C:14]3[C:19]([C:11]=2[CH:10]=1)=[CH:18][C:17]([C:20]1[N:21]=[C:22]([CH2:25][OH:26])[S:23][CH:24]=1)=[CH:16][CH:15]=3.[CH3:32][O:33][CH2:34]Br>>[Cl:1][C:2]1[CH:7]=[C:6]([Cl:8])[CH:5]=[CH:4][C:3]=1[C:9]1[C:29](=[O:30])[N:28]([CH3:31])[C:12]2[N:13]([CH3:27])[C:14]3[C:19]([C:11]=2[CH:10]=1)=[CH:18][C:17]([C:20]1[N:21]=[C:22]([CH2:25][O:26][CH2:32][O:33][CH3:34])[S:23][CH:24]=1)=[CH:16][CH:15]=3. Procedure: The process is carried out as indicated in Example 10 above, with the compound from Example 9, 3-(2,4-dichlorophenyl)-6-(2-hydroxymethylthiazol-4-yl)-1,9-dimethyl-1,9-dihydropyrido[2,3-b]indol-2-one, and bromomethyl methyl ether.